This data is from the Open Reaction Database (ORD), a public repository of structured organic reaction records. The task is: describe an organic reaction: reactants, conditions, products, and yield Yields the product CC=1NC(=C(C(C1C(=O)OCCN1CCN(CC1)C1=CC(=CC=C1)Cl)C1=CC(=CC=C1)[N+](=O)[O-])C(=O)OC)C (2-[4-(3-chlorophenyl)-1-piperazinyl]ethyl methyl 2,6-dimethyl-4-(3-nitrophenyl)-1,4-dihydropyridine-3,5-dicarboxylate). Reaction SMILES: [N+:1]([C:4]1[CH:5]=[C:6]([CH:9]=[CH:10][CH:11]=1)[CH:7]=O)([O-:3])=[O:2].[C:12]([O:18][CH2:19][CH2:20][N:21]1[CH2:26][CH2:25][N:24]([C:27]2[CH:32]=[CH:31][CH:30]=[C:29]([Cl:33])[CH:28]=2)[CH2:23][CH2:22]1)(=[O:17])[CH2:13][C:14]([CH3:16])=O.[NH2:34]/[C:35](/[CH3:41])=[CH:36]\[C:37]([O:39][CH3:40])=[O:38]>C(O)(C)C>[CH3:16][C:14]1[NH:34][C:35]([CH3:41])=[C:36]([C:37]([O:39][CH3:40])=[O:38])[CH:7]([C:6]2[CH:9]=[CH:10][CH:11]=[C:4]([N+:1]([O-:3])=[O:2])[CH:5]=2)[C:13]=1[C:12]([O:18][CH2:19][CH2:20][N:21]1[CH2:26][CH2:25][N:24]([C:27]2[CH:32]=[CH:31][CH:30]=[C:29]([Cl:33])[CH:28]=2)[CH2:23][CH2:22]1)=[O:17]. Isolated yield 29.0%. The reactants are [N+](=O)([O-])C=1C=C(C=O)C=CC1 (m-nitrobenzaldehyde), C(CC(=O)C)(=O)OCCN1CCN(CC1)C1=CC(=CC=C1)Cl (2-[4-(3-chlorophenyl)-1-piperazinyl]ethyl acetoacetate), N\C(=C/C(=O)OC)\C (methyl 3-aminocrotonate). The solvent is C(C)(C)O (isopropyl alcohol). Procedure: A mixture of m-nitrobenzaldehyde, 2-[4-(3-chlorophenyl)-1-piperazinyl]ethyl acetoacetate and methyl 3-aminocrotonate was worked up in isopropyl alcohol in the same manner as Example 1 to give 2-[4-(3-chlorophenyl)-1-piperazinyl]ethyl methyl 2,6-dimethyl-4-(3-nitrophenyl)-1,4-dihydropyridine-3,5-dicarboxylate as a light yellow powder, m.p. 65°-68° C. (sintering). Yield 29.0%. IR(Nujol)cm-1 : 3300. NMR(CDCl3) δ: 2.34(3H,s, ##STR29## 2.36(3H,s, ##STR30## 3.63(3H,s,COOCH3), 4.21(2H,t,J=6,--COOCH2CH2... The reactants are O (water), NC1=C(C=C(C(=C1)OC)OCC1=CC=CC=C1)C=1C=C2C=C(C(=CC2=CC1)OC)OC (6-(2-Amino-5-benzyloxy-4-methoxyphenyl)-2,3-dimethoxy-naphthalene), N(=O)[O-].[Na+] (sodium nitrite), Cl (hydrochloric acid). Solvent: C(C)(=O)O (acetic acid). Conditions: time 1 day. Product: C(C1=CC=CC=C1)OC1=CC2=C(N=NC3=C4C(=CC=C23)C=C(C(=C4)OC)OC)C=C1OC (9-Benzyloxy-2,3,8-trimethoxydibenzo[c,h]cinnoline). Yield: 67.0%. Reaction SMILES: [NH2:1][C:2]1[CH:7]=[C:6]([O:8][CH3:9])[C:5]([O:10][CH2:11][C:12]2[CH:17]=[CH:16][CH:15]=[CH:14][CH:13]=2)=[CH:4][C:3]=1[C:18]1[CH:19]=[C:20]2[C:25](=[CH:26][CH:27]=1)[CH:24]=[C:23]([O:28][CH3:29])[C:22]([O:30][CH3:31])=[CH:21]2.Cl.[N:33]([O-])=O.[Na+].O>C(O)(=O)C>[CH2:11]([O:10][C:5]1[C:6]([O:8][CH3:9])=[CH:7][C:2]2[N:1]=[N:33][C:19]3[C:18]([C:3]=2[CH:4]=1)=[CH:27][CH:26]=[C:25]1[CH:24]=[C:23]([O:28][CH3:29])[C:22]([O:30][CH3:31])=[CH:21][C:20]=31)[C:12]1[CH:13]=[CH:14][CH:15]=[CH:16][CH:17]=1 |f:2.3|. Reported procedure: 6-(2-Amino-5-benzyloxy-4-methoxyphenyl)-2,3-dimethoxy-naphthalene 41 (35 mg, 0.084 mmol) was dissolved in acetic acid (0.65 mL) and concentrated hydrochloric acid (0.13 mL). The solution was cooled in an ice bath and diazotized by the dropwise addition of a solution of sodium nitrite (0.052 g in 0.52 mL water). The reaction mixture was allowed to warm slowly to room temperature and left for 1 day. To the resulting red solution containing some precipitate was added 50 mL water and the mixture was... Starting materials: Cl.C1=CC=CC=2C3=CC=CC=C3C(C12)COC(=O)N1C[C@@H](C[C@@H](C1)C(N(CC1=CC(=C(C=C1)C)OCCCOC)C1CC1)=O)N ((3R*,5S*)-3-amino-5-{cyclopropyl-[3-(3-methoxy-propoxy)-4-methyl-benzyl]-carbamoyl}-piperidine-1-carboxylic acid 9H-fluoren-9-ylmethyl ester, hydrochloride), ClC(=O)OCC(C)C (isobutyl chloroformate). Solvent: CC#N (CH3CN). Product: C(C(C)C)OC(N[C@H]1CNC[C@H](C1)C(N(CC1=CC(=C(C=C1)C)OCCCOC)C1CC1)=O)=O (((3R*,5S*)-5-{Cyclopropyl-[3-(3-methoxy-propoxy)-4-methyl-benzyl]-carbamoyl}-piperidin-3-yl)-carbamic acid isobutyl ester). As a reaction SMILES: Cl.C1C2C(COC([N:19]3[CH2:24][C@@H:23]([C:25](=[O:44])[N:26]([CH:41]4[CH2:43][CH2:42]4)[CH2:27][C:28]4[CH:33]=[CH:32][C:31]([CH3:34])=[C:30]([O:35][CH2:36][CH2:37][CH2:38][O:39][CH3:40])[CH:29]=4)[CH2:22][C@@H:21]([NH2:45])[CH2:20]3)=O)C3C(=CC=CC=3)C=2C=CC=1.Cl[C:47]([O:49][CH2:50][CH:51]([CH3:53])[CH3:52])=[O:48]>CC#N>[CH2:50]([O:49][C:47](=[O:48])[NH:45][C@@H:21]1[CH2:22][C@H:23]([C:25](=[O:44])[N:26]([CH:41]2[CH2:42][CH2:43]2)[CH2:27][C:28]2[CH:33]=[CH:32][C:31]([CH3:34])=[C:30]([O:35][CH2:36][CH2:37][CH2:38][O:39][CH3:40])[CH:29]=2)[CH2:24][NH:19][CH2:20]1)[CH:51]([CH3:53])[CH3:52] |f:0.1|. Procedure details: The title compound is prepared analogously as described in Example 61 using (3R*,5S*)-3-amino-5-{cyclopropyl-[3-(3-methoxy-propoxy)-4-methyl-benzyl]-carbamoyl}-piperidine-1-carboxylic acid 9H-fluoren-9-ylmethyl ester, hydrochloride (Example 98A.) and isobutyl chloroformate. MS: 476.6 [M+H]+; tR (HPLC, Nucleosil C18; 5-100% CH3CN+0.1% TFA/H2O+0.1% TFA for 8 min, flow 1.5 ml/min): 5.40 min.